This data is from the Open Reaction Database (ORD), a public repository of structured organic reaction records. The task is: describe an organic reaction: reactants, conditions, products, and yield The reactants are CN1C(C(=NC(=C1Cl)C1=CC=CC=C1)C1=CC=CC=C1)=O (1-methyl-3,5-diphenyl-6-chloro-1H-pyrazin-2-one), COCCOC (ethylene glycol dimethylether), [Li+].N1=CC=C(C=C1)B([O-])[O-].[Li+] (4-pyridyl boronic acid lithium salt), C([O-])([O-])=O.[Na+].[Na+] (sodium carbonate), tetrakis-triphenylphosphine palladium. Solvent: O (water). Product: Cl.CN1C(C(=NC(=C1C1=CC=NC=C1)C1=CC=CC=C1)C1=CC=CC=C1)=O (1-methyl-3,5-diphenyl-6-(4-pyridyl)-1H-pyrazin-2-one hydrochloride). Isolated yield 31.6%. RXN SMILES: [CH3:1][N:2]1[C:7]([Cl:8])=[C:6]([C:9]2[CH:14]=[CH:13][CH:12]=[CH:11][CH:10]=2)[N:5]=[C:4]([C:15]2[CH:20]=[CH:19][CH:18]=[CH:17][CH:16]=2)[C:3]1=[O:21].COCCOC.[Li+].[N:29]1[CH:34]=[CH:33][C:32](B([O-])[O-])=[CH:31][CH:30]=1.[Li+].C(=O)([O-])[O-].[Na+].[Na+]>O>[ClH:8].[CH3:1][N:2]1[C:7]([C:32]2[CH:33]=[CH:34][N:29]=[CH:30][CH:31]=2)=[C:6]([C:9]2[CH:14]=[CH:13][CH:12]=[CH:11][CH:10]=2)[N:5]=[C:4]([C:15]2[CH:20]=[CH:19][CH:18]=[CH:17][CH:16]=2)[C:3]1=[O:21] |f:2.3.4,5.6.7,9.10|. Reported procedure: To a solution of 1-methyl-3,5-diphenyl-6-chloro-1H-pyrazin-2-one (0.5 g) in 3:1 ethylene glycol dimethylether : water (30 cm3), under nitrogen, was added sequentially 4-pyridyl boronic acid lithium salt (0.42 g), sodium carbonate (0.72 g) and tetrakis-triphenylphosphine palladium (0.07 g). The reaction was heated at reflux, under nitrogen, overnight. The solvents were evaporated and the residue partitioned between water and 5% methanol/dichloromethane. The organic phase was separated, dried over... Starting materials: N1=CC=CC=C1 (pyridine), Cl.NCCC1=CC=C(C=C1)CC(=O)OCC (ethyl 4-(2-aminoethyl)-phenylacetate hydrochloride), C(CCC)OC1=C(C(=O)Cl)C=C(C=C1)Cl (2-butoxy-5-chlorobenzoyl chloride). Run in O1CCOCC1 (dioxane), CC(=O)C (acetone), CC(=O)C (acetone). Yields the product C(CCC)OC1=C(C(=O)NCCC2=CC=C(C=C2)CC(=O)OCC)C=C(C=C1)Cl (ethyl 4-[2-(2-butoxy-5-chlorobenzamido)-ethyl]-phenylacetate). Reaction SMILES: Cl.[NH2:2][CH2:3][CH2:4][C:5]1[CH:10]=[CH:9][C:8]([CH2:11][C:12]([O:14][CH2:15][CH3:16])=[O:13])=[CH:7][CH:6]=1.N1C=CC=CC=1.[CH2:23]([O:27][C:28]1[CH:36]=[CH:35][C:34]([Cl:37])=[CH:33][C:29]=1[C:30](Cl)=[O:31])[CH2:24][CH2:25][CH3:26]>O1CCOCC1.CC(C)=O>[CH2:23]([O:27][C:28]1[CH:36]=[CH:35][C:34]([Cl:37])=[CH:33][C:29]=1[C:30]([NH:2][CH2:3][CH2:4][C:5]1[CH:10]=[CH:9][C:8]([CH2:11][C:12]([O:14][CH2:15][CH3:16])=[O:13])=[CH:7][CH:6]=1)=[O:31])[CH2:24][CH2:25][CH3:26] |f:0.1|. Procedure details: To a solution of 12.2 g. ethyl 4-(2-aminoethyl)-phenylacetate hydrochloride in 40 ml dioxane and 40 ml acetone, there is added dropwise, after the addition of 8 ml pyridine, a solution of 12.3 g 2-butoxy-5-chlorobenzoyl chloride in 10 ml acetone. The reaction mixture is then stirred under reflux for 3 hours and thereafter evaporated in a vacuum. The residue is stirred with dilute hydrochloric acid and then with aqueous sodium bicarbonate solution, filtered with suction and washed with water. The... Reactants: CSCCC(C(=O)O)N(C)C(=O)c1ccc(C#CBr)cc1-c1ccccc1C, C[Sn](C)(C)c1cccnc1, ClCCl. Product: CSCCC(C(=O)O)N(C)C(=O)c1ccc(C#Cc2cccnc2)cc1-c1ccccc1C. As a reaction SMILES: [CH3:1][N:2]([CH:3]([CH2:4][CH2:5][S:6][CH3:7])[C:8](=[O:9])[OH:10])[C:11]([c:12]1[c:13](-[c:21]2[c:22]([CH3:27])[cH:23][cH:24][cH:25][cH:26]2)[cH:14][c:15]([C:18]#[C:19][Br:20])[cH:16][cH:17]1)=[O:28].[CH3:29][Sn:30]([c:31]1[cH:32][n:33][cH:34][cH:35][cH:36]1)([CH3:37])[CH3:38].[Cl:39][CH2:40][Cl:41]>>[CH3:1][N:2]([CH:3]([CH2:4][CH2:5][S:6][CH3:7])[C:8](=[O:9])[OH:10])[C:11]([c:12]1[c:13](-[c:21]2[c:22]([CH3:27])[cH:23][cH:24][cH:25][cH:26]2)[cH:14][c:15]([C:18]#[C:19][c:31]2[cH:32][n:33][cH:34][cH:35][cH:36]2)[cH:16][cH:17]1)=[O:28]. The reactants are O1CCCCC1 (tetrahydropyran), O1CCCCC1 (tetrahydropyran), ON1C(C=2C(C1=O)=CC=CC2)=O (N-hydroxyphthalimide), O1CCCCC1 (tetrahydropyran), Co(AA)2, O1CCCCC1 (tetrahydropyran), C(C)(=O)O (acetic acid). Conditions: temperature 60 celsius, time 15 hour. The product is C1(CCCCO1)=O (δ-valerolactone), C(CCCC(=O)O)(=O)O (glutaric acid), C1(CCCC(=O)O1)=O (glutaric anhydride). Yield: 9.0%. As a reaction SMILES: [O:1]1[CH2:6][CH2:5][CH2:4][CH2:3][CH2:2]1.[OH:7]N1[C:12](=[O:13])[C:11]2=[CH:14]C=CC=[C:10]2C1=O.[C:19]([OH:22])(=[O:21])[CH3:20]>>[C:6]1(=[O:7])[O:1][CH2:2][CH2:3][CH2:4][CH2:5]1.[C:12]([OH:1])(=[O:13])[CH2:11][CH2:14][CH2:20][C:19]([OH:22])=[O:21].[C:12]1(=[O:13])[O:22][C:19](=[O:21])[CH2:20][CH2:10][CH2:11]1. Procedure details: A mixture of 3 mmole of tetrahydropyran, 10 mole % of N-hydroxyphthalimide relative to tetrahydropyran, 0.5 mole % of acetylacetonatocobalt(II) Co(AA)2 relative to tetrahydropyran, and 5 ml of acetic acid was stirred for 15 hours at 60° C. under an oxygen atmosphere. The products in the reaction mixture were analyzed by gas chromarography, and, as a result, tetrahydropyran was converted into δ-valerolactone (yield 28%), glutaric acid (yield 11%) and glutaric anhydride (yield 9%) with a conversio... Starting materials: Fc1ccc(CBr)cc1Br, CCOC(C)=O, CS(C)=O, N#C[Na]. Product: N#CCc1ccc(F)c(Br)c1. Reaction SMILES: [Br:1][c:2]1[c:3]([F:10])[cH:4][cH:5][c:6]([CH2:8][Br:9])[cH:7]1.[CH3:14][CH2:15][O:16][C:17](=[O:18])[CH3:19].[CH3:20][S:21]([CH3:22])=[O:23].[Na:11][C:12]#[N:13]>>[Br:1][c:2]1[c:3]([F:10])[cH:4][cH:5][c:6]([CH2:8][C:12]#[N:13])[cH:7]1. Reactants: ClCP(C)(C)=O (chloromethyl-dimethylphosphine oxide), C(C)OP(OCC)OCC (triethylphosphite). Reaction conditions: time 1.5 hour. Yields the product C(C)OP(OCC)(=O)CP(=O)(C)C (dimethylphosphinylmethanephosphonic acid diethyl ester). The yield is 68.0%. RXN SMILES: Cl[CH2:2][P:3](=[O:6])([CH3:5])[CH3:4].[CH2:7]([O:9][P:10]([O:14]CC)[O:11][CH2:12][CH3:13])[CH3:8]>>[CH2:7]([O:9][P:10]([CH2:2][P:3]([CH3:5])([CH3:4])=[O:6])(=[O:14])[O:11][CH2:12][CH3:13])[CH3:8]. Procedure: 252 g of chloromethyl-dimethylphosphine oxide are heated to 140° to 150° C. under an atmosphere of nitrogen and 480 g of triethylphosphite are added dropwise in the course of 4 hours. Stirring is continued for a further 1.5 hours at the temperature indicated, 98 g of ethyl chloride (76% of theoretical) being collected in a cold trap connected downstream of the apparatus. The mixture is then incipiently distilled at 0.6 mm Hg until the internal temperature reaches 148° C., with distillate passing...